Dataset: the Open Reaction Database (ORD), a public repository of structured organic reaction records. Task: describe an organic reaction: reactants, conditions, products, and yield Reactants: solution, C(CCC)[Li] (n-butyllithium), solid, (1S)-(+)-(10-camphorsulphonyl)oxaziridine, [Cl-].[NH4+] (ammonium chloride), C(\C=C\CCCC)(=O)OC(C)(C)C (tert-butyl (E)-2-heptenoate), C(C1=CC=CC=C1)N[C@H](C1=CC=CC=C1)C ((S)-(−)-N-benzyl-α-methylbenzylamine), O1CCCC1 (tetrahydrofuran). Run in CCCCCC (hexane), C(C)OCC (diethyl ether). Reaction conditions: temperature 0 celsius, time 45 minute. Yields the product C(C1=CC=CC=C1)N([C@H](C1=CC=CC=C1)C)[C@H]([C@@H](C(=O)OC(C)(C)C)O)CCCC (tert-butyl 3(S)-[N-benzyl-N-(α(S)-methylbenzyl)amino]-2(S)-hydroxyheptanoate). As a reaction SMILES: [CH2:1]([NH:8][C@@H:9]([CH3:16])[C:10]1[CH:15]=[CH:14][CH:13]=[CH:12][CH:11]=1)[C:2]1[CH:7]=[CH:6][CH:5]=[CH:4][CH:3]=1.C([Li])CCC.[C:22]([O:30][C:31]([CH3:34])([CH3:33])[CH3:32])(=[O:29])/[CH:23]=[CH:24]/[CH2:25][CH2:26][CH2:27][CH3:28].[Cl-].[NH4+].[O:37]1CCCC1>CCCCCC.C(OCC)C>[CH2:1]([N:8]([C@@H:24]([CH2:25][CH2:26][CH2:27][CH3:28])[C@H:23]([OH:37])[C:22]([O:30][C:31]([CH3:33])([CH3:32])[CH3:34])=[O:29])[C@@H:9]([CH3:16])[C:10]1[CH:15]=[CH:14][CH:13]=[CH:12][CH:11]=1)[C:2]1[CH:7]=[CH:6][CH:5]=[CH:4][CH:3]=1 |f:3.4|. Procedure: A solution of 0.66 ml of (S)-(−)-N-benzyl-α-methylbenzylamine in 10 ml of tetrahydrofuran was cooled to 0° C. and 1.88 ml of a 1.6M solution of n-butyllithium in hexane were added dropwise via a syringe. The resulting dark pink solution was stirred at 0° C. for 45 minutes and then cooled to −78° C. A solution of 0.184 g of tert-butyl (E)-2-heptenoate in 2 ml of anhydrous diethyl ether was added and the mixture was stirred for 2 hours at −78° C. 0.37 g of solid (1S)-(+)-(10-camphorsulphonyl)oxazi... The reactants are O=C1c2ccccc2C(=O)N1CCCN1CC2Cc3ccccc3CC2C1, CCOCC, CCO, NN. Product: NCCCN1CC2Cc3ccccc3CC2C1. RXN SMILES: [C:3]1(=[O:4])[N:7]([CH2:8][CH2:9][CH2:10][N:11]2[CH2:12][CH:13]3[CH2:14][c:15]4[c:16]([cH:20][cH:21][cH:22][cH:23]4)[CH2:17][CH:18]3[CH2:19]2)[C:5](=[O:6])[c:24]2[cH:25][cH:26][cH:27][cH:28][c:29]21.[CH3:30][CH2:31][O:32][CH2:33][CH3:34].[CH3:35][CH2:36][OH:37].[NH2:1][NH2:2]>>[NH2:7][CH2:8][CH2:9][CH2:10][N:11]1[CH2:12][CH:13]2[CH2:14][c:15]3[c:16]([cH:20][cH:21][cH:22][cH:23]3)[CH2:17][CH:18]2[CH2:19]1. Solvent: O (water), CN(C=O)C (dimethylformamide). Procedure: Potassium carbonate (0.56 g) was added to a stirred solution of ethyl 2-chloro-7-hydroxythieno[3,2-b]pyridine-6-carboxylate (1.1 g) in dry dimethylformamide (100 ml) at ambient temperature. After 5 minutes iodomethane (0.3 ml) was added to the mixture and stirring was continued for 18 hours. The mixture was stirred at 60° for 2 hours and then evaporated to dryness to give a residue which was dissolved in water (80 ml). The aqueous solution was extracted with dichloromethane (3×150 ml) and the co... RXN SMILES: [C:1](=O)([O-])[O-].[K+].[K+].[Cl:7][C:8]1[S:16][C:15]2[C:10](=[N:11][CH:12]=[C:13]([C:18]([O:20][CH2:21][CH3:22])=[O:19])[C:14]=2[OH:17])[CH:9]=1.IC>CN(C)C=O.O>[Cl:7][C:8]1[S:16][C:15]2[C:14](=[O:17])[C:13]([C:18]([O:20][CH2:21][CH3:22])=[O:19])=[CH:12][N:11]([CH3:1])[C:10]=2[CH:9]=1 |f:0.1.2|. Reaction conditions: time 18 hour. Starting materials: C([O-])([O-])=O.[K+].[K+] (Potassium carbonate), ClC1=CC2=NC=C(C(=C2S1)O)C(=O)OCC (ethyl 2-chloro-7-hydroxythieno[3,2-b]pyridine-6-carboxylate), IC (iodomethane). Yields the product ClC1=CC=2N(C=C(C(C2S1)=O)C(=O)OCC)C (ethyl 2-chloro-4-methyl-7-oxo-4,7-dihydrothieno[3,2-b]pyridine-6-carboxylate). Reactants: COC(C(=O)O)C(=O)NCC(F)(F)C(F)(F)F, COCCN1C(=O)C(N)c2ccccc2-c2ccccc21. The product is COCCN1C(=O)C(NC(=O)C(OC)C(=O)NCC(F)(F)C(F)(F)F)c2ccccc2-c2ccccc21. Reaction SMILES: [CH3:22][O:23][CH:24]([C:25](=[O:26])[OH:27])[C:28](=[O:29])[NH:30][CH2:31][C:32]([C:33]([F:34])([F:35])[F:36])([F:37])[F:38].[NH2:1][CH:2]1[c:3]2[c:4]([cH:18][cH:19][cH:20][cH:21]2)-[c:5]2[c:6]([cH:14][cH:15][cH:16][cH:17]2)[N:7]([CH2:10][CH2:11][O:12][CH3:13])[C:8]1=[O:9]>>[NH:1]([CH:2]1[c:3]2[c:4]([cH:18][cH:19][cH:20][cH:21]2)-[c:5]2[c:6]([cH:14][cH:15][cH:16][cH:17]2)[N:7]([CH2:10][CH2:11][O:12][CH3:13])[C:8]1=[O:9])[C:25]([CH:24]([O:23][CH3:22])[C:28](=[O:29])[NH:30][CH2:31][C:32]([C:33]([F:34])([F:35])[F:36])([F:37])[F:38])=[O:26].